Dataset: the Open Reaction Database (ORD), a public repository of structured organic reaction records. Task: describe an organic reaction: reactants, conditions, products, and yield The product is CCCCC(CO)Nc1nc(N)nc(C)c1Cc1ccc(CC(=O)OC)cc1OC. Starting materials: CO, Cl, CCCCC(CO)Nc1nc(N)nc(C)c1Cc1ccc(CC(=O)O)cc1OC, [Na+], O=C([O-])O. RXN SMILES: [CH3:36][OH:37].[ClH:1].[NH2:2][c:3]1[n:4][c:5]([CH3:30])[c:6]([CH2:17][c:18]2[c:19]([O:28][CH3:29])[cH:20][c:21]([CH2:24][C:25](=[O:26])[OH:27])[cH:22][cH:23]2)[c:7]([NH:9][CH:10]([CH2:11][OH:12])[CH2:13][CH2:14][CH2:15][CH3:16])[n:8]1.[Na+:35].[O-:31][C:32]([OH:33])=[O:34]>>[NH2:2][c:3]1[n:4][c:5]([CH3:30])[c:6]([CH2:17][c:18]2[c:19]([O:28][CH3:29])[cH:20][c:21]([CH2:24][C:25](=[O:26])[O:27][CH3:32])[cH:22][cH:23]2)[c:7]([NH:9][CH:10]([CH2:11][OH:12])[CH2:13][CH2:14][CH2:15][CH3:16])[n:8]1.